Task: describe an organic reaction: reactants, conditions, products, and yield. Dataset: the Open Reaction Database (ORD), a public repository of structured organic reaction records Reactants: C1COCCN1, CC(=O)c1ccc(F)cc1, O. Yields the product CC(=O)c1ccc(N2CCOCC2)cc1. RXN SMILES: [CH2:1]1[CH2:2][O:3][CH2:4][CH2:5][NH:6]1.[F:7][c:8]1[cH:9][cH:10][c:11]([C:14]([CH3:15])=[O:16])[cH:12][cH:13]1.[OH2:17]>>[CH2:1]1[CH2:2][O:3][CH2:4][CH2:5][N:6]1[c:8]1[cH:9][cH:10][c:11]([C:14]([CH3:15])=[O:16])[cH:12][cH:13]1. Starting materials: Brc1ccccc1-c1ccccc1Br, Cc1ccccc1, [Na+], [Na+], O=C([O-])[O-], OB(O)c1ccccc1. Product: Brc1ccccc1-c1ccccc1-c1ccccc1. As a reaction SMILES: [Br:1][c:2]1[c:3](-[c:8]2[c:9]([Br:14])[cH:10][cH:11][cH:12][cH:13]2)[cH:4][cH:5][cH:6][cH:7]1.[CH3:30][c:31]1[cH:32][cH:33][cH:34][cH:35][cH:36]1.[Na+:24].[Na+:25].[O-:26][C:27](=[O:28])[O-:29].[OH:15][B:16]([OH:17])[c:18]1[cH:19][cH:20][cH:21][cH:22][cH:23]1>>[c:2]1(-[c:18]2[cH:19][cH:20][cH:21][cH:22][cH:23]2)[c:3](-[c:8]2[c:9]([Br:14])[cH:10][cH:11][cH:12][cH:13]2)[cH:4][cH:5][cH:6][cH:7]1.